Dataset: the Open Reaction Database (ORD), a public repository of structured organic reaction records. Task: describe an organic reaction: reactants, conditions, products, and yield Isolated yield 57.0%. Procedure: Following the process described in example 1 (point K), starting from 2-(benzyloxymethyl)-6-chromanecarboxylic acid and 8-amino-4-oxo-2-(5-1H-tetrazolyl)-4H-1-benzopyran, the title compound was prepared as a white solid with melting point 214-216° C., which was purified by crystallization in methanol (57% yield). The reactants are C(C1=CC=CC=C1)OCC1OC2=CC=C(C=C2CC1)C(=O)O (2-(benzyloxymethyl)-6-chromanecarboxylic acid), NC1=CC=CC=2C(C=C(OC21)C2=NN=NN2)=O (8-amino-4-oxo-2-(5-1H-tetrazolyl)-4H-1-benzopyran). Yields the product O=C1C=C(OC2=C1C=CC=C2NC(=O)C=2C=C1CCC(OC1=CC2)COCC2=CC=CC=C2)C2=NN=NN2 (N-[4-Oxo-2-(1H-5-tetrazolyl)-4H-1-benzopyran-8-yl]-2-(benzyloxymethyl)chromane-6-carboxamide), CO (methanol). RXN SMILES: [CH2:1]([O:8][CH2:9][CH:10]1[CH2:19][CH2:18][C:17]2[C:12](=[CH:13][CH:14]=[C:15]([C:20]([OH:22])=O)[CH:16]=2)[O:11]1)[C:2]1[CH:7]=[CH:6][CH:5]=[CH:4][CH:3]=1.[NH2:23][C:24]1[C:33]2[O:32][C:31]([C:34]3[NH:38][N:37]=[N:36][N:35]=3)=[CH:30][C:29](=[O:39])[C:28]=2[CH:27]=[CH:26][CH:25]=1>>[O:39]=[C:29]1[C:28]2[CH:27]=[CH:26][CH:25]=[C:24]([NH:23][C:20]([C:15]3[CH:16]=[C:17]4[C:12](=[CH:13][CH:14]=3)[O:11][CH:10]([CH2:9][O:8][CH2:1][C:2]3[CH:3]=[CH:4][CH:5]=[CH:6][CH:7]=3)[CH2:19][CH2:18]4)=[O:22])[C:33]=2[O:32][C:31]([C:34]2[NH:38][N:37]=[N:36][N:35]=2)=[CH:30]1.[CH3:1][OH:8].